This data is from the Open Reaction Database (ORD), a public repository of structured organic reaction records. The task is: describe an organic reaction: reactants, conditions, products, and yield RXN SMILES: [OH:1][CH:2]1[CH2:8][C:7]2[CH:9]=[CH:10][CH:11]=[CH:12][C:6]=2[S:5][C:4]2[CH:13]=[C:14]([C:17]([OH:19])=[O:18])[CH:15]=[CH:16][C:3]1=2.[N+](=[CH2:22])=[N-]>CCOCC>[CH3:22][O:18][C:17]([C:14]1[CH:15]=[CH:16][C:3]2[CH:2]([OH:1])[CH2:8][C:7]3[CH:9]=[CH:10][CH:11]=[CH:12][C:6]=3[S:5][C:4]=2[CH:13]=1)=[O:19]. The reactants are OC1C2=C(SC3=C(C1)C=CC=C3)C=C(C=C2)C(=O)O (10,11-dihydro-11-hydroxydibenzo-[b,f]thiepin-3-carboxylic acid), [N+](=[N-])=C (diazomethane). Reported procedure: 13.5 G. 10,11-dihydro-11-hydroxydibenzo-[b,f]thiepin-3-carboxylic acid is suspended in ether and excess diazomethane is added in portions. A clear solution results which is filtered from small particles in suspension and the filtrate evaporated to dryness to a yellow oil weighing 14.2 g. Yields the product COC(=O)C=1C=CC2=C(SC3=C(CC2O)C=CC=C3)C1 (Methyl-10,11-dihydro-11-hydroxydibenzo[b,f]thiepin-3-carboxylate). Solvent: CCOCC (ether). Starting materials: C(C)(C)(C)OC(N[C@H]1C(N(CCC1)CC=1NC(=CN1)C1=CC=C(C=C1)C1=CC=C(C=C1)C=1NC(=NC1)C1N(CCC1)C(C(C(C)C)NC(=O)OC)=O)=O)=O ((R)-{1-[5-(4′-{2-[1-(2-Methoxycarbonylamino-3-methyl-butyryl)-pyrrolidin-2-yl]-3H-imidazol-4-yl}-biphenyl-4-yl)-1H-imidazol-2-ylmethyl]-2-oxo-piperidin-3-yl}-carbamic acid tert-butyl ester), COC(N)=O (carbamic acid methyl ester), Cl (hydrogen chloride). Solvent: O1CCOCC1 (dioxane), ClCCl (dichloromethane). Run at time 1 hour. Product: C(C)(C)(C)OC(N[C@@H]1C(N(CCC1)CC=1NC(=CN1)C1=CC=C(C=C1)C1=CC=C(C=C1)C=1NC(=NC1)C1N(CCC1)C(C(C(C)C)NC(=O)OC)=O)=O)=O ((S)-{1-[5-(4′-{2-[1-(2-Methoxycarbonylamino-3-methyl-butyryl)-pyrrolidin-2-yl]-3H-imidazol-4-yl}-biphenyl-4-yl)-1H-imidazol-2-yl methyl]-2-oxo-piperidin-3-yl}-carbamic acid tert-butyl ester), COC(N[C@H](C(C)C)C(=O)N1C(CCC1)C=1NC(=CN1)C1=CC=C(C=C1)C1=CC=C(C=C1)C=1NC(=NC1)CN1C(C(CCC1)N)=O)=O ((R)-{1-[2-(5-{4′-[2-(3-amino-2-oxo-piperidin-1-ylmethyl)-3H-imidazol-4-yl]-biphenyl-4-yl}-1H-imidazol-2-yl)-pyrrolidine-1-carbonyl]-2-methyl-propyl}-carbamic acid methyl ester). As a reaction SMILES: COC(=O)N.Cl.[C:7]([O:11][C:12](=[O:60])[NH:13][C@@H:14]1[CH2:19][CH2:18][CH2:17][N:16]([CH2:20][C:21]2[NH:22][C:23]([C:26]3[CH:31]=[CH:30][C:29]([C:32]4[CH:37]=[CH:36][C:35]([C:38]5[NH:39][C:40]([CH:43]6[CH2:47][CH2:46][CH2:45][N:44]6[C:48](=[O:58])[CH:49]([NH:53][C:54]([O:56][CH3:57])=[O:55])[CH:50]([CH3:52])[CH3:51])=[N:41][CH:42]=5)=[CH:34][CH:33]=4)=[CH:28][CH:27]=3)=[CH:24][N:25]=2)[C:15]1=[O:59])([CH3:10])([CH3:9])[CH3:8]>O1CCOCC1.ClCCl>[C:7]([O:11][C:12](=[O:60])[NH:13][C@H:14]1[CH2:19][CH2:18][CH2:17][N:16]([CH2:20][C:21]2[NH:22][C:23]([C:26]3[CH:27]=[CH:28][C:29]([C:32]4[CH:33]=[CH:34][C:35]([C:38]5[NH:39][C:40]([CH:43]6[CH2:47][CH2:46][CH2:45][N:44]6[C:48](=[O:58])[CH:49]([NH:53][C:54]([O:56][CH3:57])=[O:55])[CH:50]([CH3:52])[CH3:51])=[N:41][CH:42]=5)=[CH:36][CH:37]=4)=[CH:30][CH:31]=3)=[CH:24][N:25]=2)[C:15]1=[O:59])([CH3:8])([CH3:10])[CH3:9].[CH3:57][O:56][C:54](=[O:55])[NH:53][C@@H:49]([C:48]([N:44]1[CH2:45][CH2:46][CH2:47][CH:43]1[C:40]1[NH:39][C:38]([C:35]2[CH:34]=[CH:33][C:32]([C:29]3[CH:30]=[CH:31][C:26]([C:23]4[NH:22][C:21]([CH2:20][N:16]5[CH2:17][CH2:18][CH2:19][CH:14]([NH2:13])[C:15]5=[O:59])=[N:25][CH:24]=4)=[CH:27][CH:28]=3)=[CH:37][CH:36]=2)=[CH:42][N:41]=1)=[O:58])[CH:50]([CH3:52])[CH3:51]. Reported procedure: (S)-{1-[5-(4′-{2-[1-(2-Methoxycarbonylamino-3-methyl-butyryl)-pyrrolidin-2-yl]-3H-imidazol-4-yl}-biphenyl-4-yl)-1H-imidazol-2-yl methyl]-2-oxo-piperidin-3-yl}-carbamic acid tert-butyl ester was prepared following the method described above. C0H50N8O6 calculated 738.4 observed [M+1]+ 739.5; rt=1.80 min. 1H (DMSO-d6): δ=8.09 (s, 1H), 7.90 (m, 8H), 7.30 (d, J=8.4 Hz, 1H), 6.97 (d, J=8.4 Hz, 1H), 5.10 (t, J=7.2 Hz, 1H), 7.85 (d, J=16.4 Hz, 1H), 4.56 (d, J=15.6 Hz, 1H), 4.09 (t, J=8.0 Hz, 1H), 3.99 (... Procedure details: from N-(2-glycyl-amino-2-deoxy-β-D-glucopyranosyl)-N-octadecyl-oleamide and N-tert-butyloxycarbonyl-O-tert-butyl-L-aspartic acid. Yield 88%. [α]D =+13.8° (c=0.93, dichloromethane). Run in ClCCl (dichloromethane). The reactants are NCC(=O)[C@H]1[C@@](O[C@@H]([C@H]([C@@H]1O)O)CO)(N(C(CCCCCCC\C=C/CCCCCCCC)=O)CCCCCCCCCCCCCCCCCC)N (N-(2-glycyl-amino-2-deoxy-β-D-glucopyranosyl)-N-octadecyl-oleamide), C(C)(C)(C)OC(=O)N[C@@H](CC(=O)O)C(=O)OC(C)(C)C (N-tert-butyloxycarbonyl-O-tert-butyl-L-aspartic acid). Yields the product C(C)(C)(C)OC(=O)N[C@@H](CC(OC(C)(C)C)=O)C(=O)NCC(=O)[C@H]1[C@@](O[C@@H]([C@H]([C@@H]1O)O)CO)(N(C(CCCCCCC\C=C/CCCCCCCC)=O)CCCCCCCCCCCCCCCCCC)N (N-[2-(N-tert-Butyloxycarbonyl-O-tert-butyl-L-aspartyl-glycyl)-amino-2-deoxy-β-D-glucopyranosyl]-N-octadecyl-oleamide). RXN SMILES: [NH2:1][CH2:2][C:3]([C@@H:5]1[C@@H:10]([OH:11])[C@H:9]([OH:12])[C@@H:8]([CH2:13][OH:14])[O:7][C@@:6]1([NH2:53])[N:15]([CH2:35][CH2:36][CH2:37][CH2:38][CH2:39][CH2:40][CH2:41][CH2:42][CH2:43][CH2:44][CH2:45][CH2:46][CH2:47][CH2:48][CH2:49][CH2:50][CH2:51][CH3:52])[C:16](=[O:34])[CH2:17][CH2:18][CH2:19][CH2:20][CH2:21][CH2:22][CH2:23]/[CH:24]=[CH:25]\[CH2:26][CH2:27][CH2:28][CH2:29][CH2:30][CH2:31][CH2:32][CH3:33])=[O:4].[C:54]([O:58][C:59]([NH:61][C@H:62]([C:67]([O:69]C(C)(C)C)=O)[CH2:63][C:64]([OH:66])=[O:65])=[O:60])([CH3:57])([CH3:56])[CH3:55]>ClCCl>[C:54]([O:58][C:59]([NH:61][C@H:62]([C:67]([NH:1][CH2:2][C:3]([C@@H:5]1[C@@H:10]([OH:11])[C@H:9]([OH:12])[C@@H:8]([CH2:13][OH:14])[O:7][C@@:6]1([NH2:53])[N:15]([CH2:35][CH2:36][CH2:37][CH2:38][CH2:39][CH2:40][CH2:41][CH2:42][CH2:43][CH2:44][CH2:45][CH2:46][CH2:47][CH2:48][CH2:49][CH2:50][CH2:51][CH3:52])[C:16](=[O:34])[CH2:17][CH2:18][CH2:19][CH2:20][CH2:21][CH2:22][CH2:23]/[CH:24]=[CH:25]\[CH2:26][CH2:27][CH2:28][CH2:29][CH2:30][CH2:31][CH2:32][CH3:33])=[O:4])=[O:69])[CH2:63][C:64](=[O:65])[O:66][C:5]([CH3:10])([CH3:6])[CH3:3])=[O:60])([CH3:55])([CH3:56])[CH3:57]. The yield is 88.0%. Starting materials: CC(C)(C)OC(=O)N1CCC(n2ncc3c(Oc4ccccc4)ncnc32)CC1, CC(C)OC(=O)Cl, O=C(O)C(F)(F)F. Yields the product CC(C)OC(=O)N1CCC(n2ncc3c(Oc4ccccc4)ncnc32)CC1. Reaction SMILES: [C:1]([CH3:2])([CH3:3])([CH3:4])[O:5][C:6](=[O:7])[N:8]1[CH2:9][CH2:10][CH:11]([n:14]2[n:15][cH:16][c:17]3[c:18]2[n:19][cH:20][n:21][c:22]3[O:23][c:24]2[cH:25][cH:26][cH:27][cH:28][cH:29]2)[CH2:12][CH2:13]1.[Cl:37][C:38]([O:39][CH:40]([CH3:41])[CH3:42])=[O:43].[OH:30][C:31]([C:32]([F:33])([F:34])[F:35])=[O:36]>>[CH:1]([CH3:2])([CH3:3])[O:5][C:6](=[O:7])[N:8]1[CH2:9][CH2:10][CH:11]([n:14]2[n:15][cH:16][c:17]3[c:18]2[n:19][cH:20][n:21][c:22]3[O:23][c:24]2[cH:25][cH:26][cH:27][cH:28][cH:29]2)[CH2:12][CH2:13]1. The reactants are O=C(NCCCl)NC(C1CC1)C1CC1, O. Yields the product C1COC(NC(C2CC2)C2CC2)=N1. Reaction SMILES: [CH:1]1([CH:4]([NH:5][C:6](=[O:7])[NH:8][CH2:9][CH2:10][Cl:11])[CH:12]2[CH2:13][CH2:14]2)[CH2:2][CH2:3]1.[OH2:15]>>[CH:1]1([CH:4]([NH:5][C:6]2=[N:8][CH2:9][CH2:10][O:7]2)[CH:12]2[CH2:13][CH2:14]2)[CH2:2][CH2:3]1.